Dataset: the Open Reaction Database (ORD), a public repository of structured organic reaction records. Task: describe an organic reaction: reactants, conditions, products, and yield The reactants are BrC=1C=C(OC2CN(C2)C(=O)Cl)C=CC1 (3-(3-bromophenoxy)-1-azetidinecarbonyl chloride), C(C=C)N (2-propenylamine). Run in O (water), O1CCCC1 (tetrahydrofuran). Conditions: time 48 hour. Product: BrC=1C=C(OC2CN(C2)C(=O)NCC=C)C=CC1 (3-(3-Bromophenoxy)-N-(2-propenyl)-1-azetidinecarboxamide). Isolated yield 64.3%. Reaction SMILES: [Br:1][C:2]1[CH:3]=[C:4]([CH:13]=[CH:14][CH:15]=1)[O:5][CH:6]1[CH2:9][N:8]([C:10](Cl)=[O:11])[CH2:7]1.[CH2:16]([NH2:19])[CH:17]=[CH2:18]>O1CCCC1.O>[Br:1][C:2]1[CH:3]=[C:4]([CH:13]=[CH:14][CH:15]=1)[O:5][CH:6]1[CH2:9][N:8]([C:10]([NH:19][CH2:16][CH:17]=[CH2:18])=[O:11])[CH2:7]1. Procedure details: A stirred solution of 5.8 g (0.02 mole) of 3-(3-bromophenoxy)-1-azetidinecarbonyl chloride in 20 ml of tetrahydrofuran was treated with 2.85 g (0.05 mole) of 2-propenylamine. After stirring for 48 hr, the reaction mixture was diluted with 100 ml of water and the reddish oil which separated solidified upon standing. The solids were collected by filtration, 5.9 g. Upon repeated trituration with boiling isopropyl ether, the combined triturates upon cooling yielded 4 g (64.4%) of fine white crystals... Reactants: C(C)NCC (Diethylamine), [N+](=O)([O-])C=1C=C(C=CC1)S(=O)(=O)Cl (3-nitrobenzenesulfonyl chloride). Run in N1=CC=CC=C1 (pyridine), C(Cl)Cl (methylene chloride), N1=CC=CC=C1 (pyridine). Conditions: temperature 50 celsius, time 2 hour. The product is C(C)N(S(=O)(=O)C1=CC(=CC=C1)[N+](=O)[O-])CC (N,N-diethyl-3-(nitro)benzenesulfonamide). The yield is 51.2%. As a reaction SMILES: [CH2:1]([NH:3][CH2:4][CH3:5])[CH3:2].[N+:6]([C:9]1[CH:10]=[C:11]([S:15](Cl)(=[O:17])=[O:16])[CH:12]=[CH:13][CH:14]=1)([O-:8])=[O:7]>N1C=CC=CC=1.C(Cl)Cl>[CH2:1]([N:3]([CH2:4][CH3:5])[S:15]([C:11]1[CH:12]=[CH:13][CH:14]=[C:9]([N+:6]([O-:8])=[O:7])[CH:10]=1)(=[O:16])=[O:17])[CH3:2]. Procedure details: Diethylamine (2.4 g) was dissolved in pyridine (15 ml) and 3-nitrobenzenesulfonyl chloride (6.7 g) was added, followed by stirring at 50° C. for 2 hours. The residue obtained by an evaporation of pyridine under a reduced pressure was dissolved in methylene chloride (150 ml), washed with water, 1N hydrochloric acid, water, and saturated aqueous sodium chloride, and dried over anhydrous sodium sulfate. Evaporation of the solvent under a reduced pressure gave N,N-diethyl-3-(nitro)benzenesulfonamide...